From a dataset of the Open Reaction Database (ORD), a public repository of structured organic reaction records. describe an organic reaction: reactants, conditions, products, and yield The reactants are OC=1C(NN=C(C1)CCC1=CC=CC=C1)=O (4-hydroxy-6-(2-phenylethyl)pyridazin-3(2H)-one), C(C1=CC=CC=C1)OC=1N=NC(=CC1OCC1=CC=CC=C1)C#CC1=CC(=C(C=C1)C)F (3,4-bis(benzyloxy)-6-[2-(3-fluoro-4-methylphenyl)ethynyl]pyridazine), C(C1=CC=CC=C1)OC=1N=NC(=CC1OCC1=CC=CC=C1)C#CC1=CC(=C(C=C1)C)F (3,4-bis(benzyloxy)-6-[2-(3-fluoro-4-methylphenyl)ethynyl]pyridazine), C(C)(=O)OCC (ethyl acetate). Run in CO (methanol). Product: FC=1C=C(C=CC1C)CCC=1C=C(C(NN1)=O)O (6-[2-(3-Fluoro-4-methylphenyl)ethyl]-4-hydroxypyridazin-3(2H)-one). RXN SMILES: OC1C(=O)NN=C(CCC2C=CC=CC=2)C=1.C([O:24][C:25]1[N:26]=[N:27][C:28]([C:39]#[C:40][C:41]2[CH:46]=[CH:45][C:44]([CH3:47])=[C:43]([F:48])[CH:42]=2)=[CH:29][C:30]=1[O:31]CC1C=CC=CC=1)C1C=CC=CC=1.C(OCC)(=O)C>CO>[F:48][C:43]1[CH:42]=[C:41]([CH2:40][CH2:39][C:28]2[CH:29]=[C:30]([OH:31])[C:25](=[O:24])[NH:26][N:27]=2)[CH:46]=[CH:45][C:44]=1[CH3:47]. Procedure: Prepared by the same method as for 4-hydroxy-6-(2-phenylethyl)pyridazin-3(2H)-one (Example 1) from 3,4-bis(benzyloxy)-6-[2-(3-fluoro-4-methylphenyl)ethynyl]pyridazine (Intermediate 28) except that the solvent mixture used for the hydrogenation was ethyl acetate and methanol (1:1) and the final product was recrystallised from ethyl acetate. Starting materials: C1(CC1)C1=CC(=NN1)N (5-cyclopropyl-1H-pyrazol-3-amine), ClC1=NC=C(C(=N1)Cl)Cl (2,4,5-trichloropyrimidine), C(=O)([O-])[O-].[Na+].[Na+] (Na2CO3). Solvent: CCO (EtOH), CCOC(=O)C (EtOAc). Run at temperature 40 celsius. The product is ClC1=NC=C(C(=N1)NC1=NNC(=C1)C1CC1)Cl (2,5-dichloro-N-(5-cyclopropyl-1H-pyrazol-3-yl)pyrimidin-4-amine). As a reaction SMILES: [CH:1]1([C:4]2[NH:8][N:7]=[C:6]([NH2:9])[CH:5]=2)[CH2:3][CH2:2]1.[Cl:10][C:11]1[N:16]=[C:15](Cl)[C:14]([Cl:18])=[CH:13][N:12]=1.C([O-])([O-])=O.[Na+].[Na+]>CCO.CCOC(C)=O>[Cl:10][C:11]1[N:16]=[C:15]([NH:9][C:6]2[CH:5]=[C:4]([CH:1]3[CH2:3][CH2:2]3)[NH:8][N:7]=2)[C:14]([Cl:18])=[CH:13][N:12]=1 |f:2.3.4|. Procedure: A mixture of 5-cyclopropyl-1H-pyrazol-3-amine (246 mg, 2.00 mmol), 2,4,5-trichloropyrimidine (367 mg, 2.00 mmol, 1 equiv.) and Na2CO3 (233 mg, 2.20 mmol, 1.1 equiv.) in EtOH (10 mL) was heated at 40° C. for 16 h. The crude reaction mixture was diluted with EtOAc and sequentially washed with: water (3×) and saturated aqueous NaCl (1×). The resulting EtOAc layer was dried over Na2SO4 and then concentrated in vacuo, providing 2,5-dichloro-N-(5-cyclopropyl-1H-pyrazol-3-yl)pyrimidin-4-amine; ESMS m/z...